Dataset: the Open Reaction Database (ORD), a public repository of structured organic reaction records. Task: describe an organic reaction: reactants, conditions, products, and yield Starting materials: IC1=CC=C(C=C1)C (1-iodo-4-methylbenzene), BrC(C(=O)OCC)(F)F (ethyl bromo(difluoro)acetate), P(=O)(O)([O-])[O-].[K+].[K+] (potassium hydrogen phosphate). Reagents/catalysts: [Cu] (copper). The solvent is CS(=O)C (DMSO), O (water), C(C)(=O)OC(C)C (isopropyl acetate). Conditions: temperature 55 celsius. Yields the product FC(C(=O)OCC)(C1=CC=C(C=C1)C)F (ethyl difluoro(4-methylphenyl)acetate). Yield: 69.8%. RXN SMILES: I[C:2]1[CH:7]=[CH:6][C:5]([CH3:8])=[CH:4][CH:3]=1.Br[C:10]([F:17])([F:16])[C:11]([O:13][CH2:14][CH3:15])=[O:12].P([O-])([O-])(O)=O.[K+].[K+]>CS(C)=O.C(OC(C)C)(=O)C.O.[Cu]>[F:16][C:10]([F:17])([C:2]1[CH:7]=[CH:6][C:5]([CH3:8])=[CH:4][CH:3]=1)[C:11]([O:13][CH2:14][CH3:15])=[O:12] |f:2.3.4|. Procedure details: The compound was prepared by modification to the procedure of Sato, K.; Kawata, R.; Ama, F.; Omote, M.; Ando, A. Chemical & Pharmaceutical Bulletin 47(7), 1013-1016 (1999). To a solution of 1-iodo-4-methylbenzene (25.1 g, 115 mmol) in DMSO (125 mL) was added ethyl bromo(difluoro)acetate (24.7 g, 122 mmol) and copper (16.8 g, 264 mmol), and the resulting solution was heated to 55° C. After 14 h the reaction was cooled to room temperature and diluted with isopropyl acetate, then cooled to 0° C. an... The reactants are CC(C)(C)OC(=O)Nc1ncc(Br)cc1F, CI, [H-], [Na+], CN(C)C=O. The product is CN(C(=O)OC(C)(C)C)c1ncc(Br)cc1F. RXN SMILES: [C:1]([CH3:2])([CH3:3])([CH3:4])[O:5][C:6]([NH:7][c:8]1[n:9][cH:10][c:11]([Br:15])[cH:12][c:13]1[F:14])=[O:16].[CH3:19][I:20].[H-:18].[Na+:17].[O:21]=[CH:22][N:23]([CH3:24])[CH3:25]>>[C:1]([CH3:2])([CH3:3])([CH3:4])[O:5][C:6]([N:7]([c:8]1[n:9][cH:10][c:11]([Br:15])[cH:12][c:13]1[F:14])[CH3:19])=[O:16]. Procedure: 3-Bromo-N-cyclopropyl-4,5-dimethylbenzamide (Intermediate 21, 30 mg), N-cyclopropylmethyl-4-(4,4,5,5-tetramethyl-[1,3,2]dioxaborolan-2-yl)benzamide (28 mg), tetrakis(triphenylphosphine)palladium (1 mg) and aqueous sodiumhydrogen carbonate (1M, 0.5 ml) were mixed in propan-2-ol (2 ml) and heated at 90° C. under nitrogen for 24 hrs. The reaction was absorbed onto silica and applied to a SPE (Si, 10 g) and eluted with an ethyl acetate/cyclohexane gradient (0–100% ethyl acetate). The product fractio... RXN SMILES: Br[C:2]1[CH:3]=[C:4]([CH:11]=[C:12]([CH3:15])[C:13]=1[CH3:14])[C:5]([NH:7][CH:8]1[CH2:10][CH2:9]1)=[O:6].[CH:16]1([CH2:19][NH:20][C:21](=[O:37])[C:22]2[CH:27]=[CH:26][C:25](B3OC(C)(C)C(C)(C)O3)=[CH:24][CH:23]=2)[CH2:18][CH2:17]1.C(=O)([O-])O.[Na+]>CC(O)C.C1C=CC([P]([Pd]([P](C2C=CC=CC=2)(C2C=CC=CC=2)C2C=CC=CC=2)([P](C2C=CC=CC=2)(C2C=CC=CC=2)C2C=CC=CC=2)[P](C2C=CC=CC=2)(C2C=CC=CC=2)C2C=CC=CC=2)(C2C=CC=CC=2)C2C=CC=CC=2)=CC=1>[CH:8]1([NH:7][C:5]([C:4]2[CH:3]=[C:2]([C:25]3[CH:26]=[CH:27][C:22]([C:21]([NH:20][CH2:19][CH:16]4[CH2:18][CH2:17]4)=[O:37])=[CH:23][CH:24]=3)[C:13]([CH3:14])=[C:12]([CH3:15])[CH:11]=2)=[O:6])[CH2:10][CH2:9]1 |f:2.3,^1:50,52,71,90|. The reagents and catalysts are C=1C=CC(=CC1)[P](C=2C=CC=CC2)(C=3C=CC=CC3)[Pd]([P](C=4C=CC=CC4)(C=5C=CC=CC5)C=6C=CC=CC6)([P](C=7C=CC=CC7)(C=8C=CC=CC8)C=9C=CC=CC9)[P](C=1C=CC=CC1)(C=1C=CC=CC1)C=1C=CC=CC1 (tetrakis(triphenylphosphine)palladium). Reactants: BrC=1C=C(C(=O)NC2CC2)C=C(C1C)C (3-Bromo-N-cyclopropyl-4,5-dimethylbenzamide), BrC=1C=C(C(=O)NC2CC2)C=C(C1C)C (3-Bromo-N-cyclopropyl-4,5-dimethylbenzamide), C1(CC1)CNC(C1=CC=C(C=C1)B1OC(C(O1)(C)C)(C)C)=O (N-cyclopropylmethyl-4-(4,4,5,5-tetramethyl-[1,3,2]dioxaborolan-2-yl)benzamide), C(O)([O-])=O.[Na+] (sodiumhydrogen carbonate). The solvent is CC(C)O (propan-2-ol). Reaction conditions: temperature 90 celsius. The product is C1(CC1)NC(=O)C=1C=C(C(=C(C1)C)C)C1=CC=C(C=C1)C(=O)NCC1CC1 (N3-cyclopropyl-N4′-(cyclopropylmethyl)-5,6-dimethyl-1,1′-biphenyl-3,4′-dicarboxamide). The reactants are C[P+](C)(C)CC#N, CCC#N, CCN(C(C)C)C(C)C, CCNC(=O)c1ccc(N2CCNCC2)c(F)c1, [I-], O=c1[nH]c2cc(CO)cnc2c2cccn12. The product is CCNC(=O)c1ccc(N2CCN(Cc3cnc4c(c3)[nH]c(=O)n3cccc43)CC2)c(F)c1. As a reaction SMILES: [C:36]([CH2:37][P+:38]([CH3:39])([CH3:40])[CH3:41])#[N:42].[C:52](#[N:53])[CH2:54][CH3:55].[CH2:43]([N:44]([CH:45]([CH3:46])[CH3:47])[CH:48]([CH3:49])[CH3:50])[CH3:51].[F:17][c:18]1[cH:19][c:20]([C:21](=[O:22])[NH:23][CH2:24][CH3:25])[cH:26][cH:27][c:28]1[N:29]1[CH2:30][CH2:31][NH:32][CH2:33][CH2:34]1.[I-:35].[OH:1][CH2:2][c:3]1[cH:4][c:5]2[c:6]([c:7]3[n:8]([c:9](=[O:11])[nH:10]2)[cH:12][cH:13][cH:14]3)[n:15][cH:16]1>>[CH2:2]([c:3]1[cH:4][c:5]2[c:6]([c:7]3[n:8]([c:9](=[O:11])[nH:10]2)[cH:12][cH:13][cH:14]3)[n:15][cH:16]1)[N:32]1[CH2:31][CH2:30][N:29]([c:28]2[c:18]([F:17])[cH:19][c:20]([C:21](=[O:22])[NH:23][CH2:24][CH3:25])[cH:26][cH:27]2)[CH2:34][CH2:33]1. The reactants are [Li]CCCC, Brc1ccccc1OCc1ccccc1, C1CCOC1, C1CCOC1, CCOCC, O=S=O, O, O=S(=O)(Cl)Cl. Yields the product O=S(=O)(Cl)c1ccccc1OCc1ccccc1. RXN SMILES: [CH2:16]([Li:17])[CH2:18][CH2:19][CH3:20].[CH2:1]([c:2]1[cH:3][cH:4][cH:5][cH:6][cH:7]1)[O:8][c:9]1[c:10]([Br:15])[cH:11][cH:12][cH:13][cH:14]1.[CH2:24]1[O:25][CH2:26][CH2:27][CH2:28]1.[CH2:39]1[O:40][CH2:41][CH2:42][CH2:43]1.[CH3:34][CH2:35][O:36][CH2:37][CH3:38].[O:21]=[S:22]=[O:23].[OH2:44].[S:29](=[O:30])(=[O:31])([Cl:32])[Cl:33]>>[CH2:1]([c:2]1[cH:3][cH:4][cH:5][cH:6][cH:7]1)[O:8][c:9]1[c:10]([S:29](=[O:30])(=[O:31])[Cl:32])[cH:11][cH:12][cH:13][cH:14]1. Starting materials: [BH3-]C#N, CO, O=Cc1ccccc1, Cl, NCC1CCc2ccccc2C1, [Na+]. Product: c1ccc(CNCC2CCc3ccccc3C2)cc1. As a reaction SMILES: [C:21]([BH3-:22])#[N:23].[CH3:26][OH:27].[CH:13](=[O:14])[c:15]1[cH:16][cH:17][cH:18][cH:19][cH:20]1.[ClH:25].[NH2:1][CH2:2][CH:3]1[CH2:4][c:5]2[cH:6][cH:7][cH:8][cH:9][c:10]2[CH2:11][CH2:12]1.[Na+:24]>>[NH:1]([CH2:2][CH:3]1[CH2:4][c:5]2[cH:6][cH:7][cH:8][cH:9][c:10]2[CH2:11][CH2:12]1)[CH2:13][c:15]1[cH:16][cH:17][cH:18][cH:19][cH:20]1.